Dataset: the Open Reaction Database (ORD), a public repository of structured organic reaction records. Task: describe an organic reaction: reactants, conditions, products, and yield Starting materials: CCCC(CCc1nnc(-c2ccc(C(=O)OC)cc2)o1)c1ccccc1, [Li+], [OH-]. Product: CCCC(CCc1nnc(-c2ccc(C(=O)O)cc2)o1)c1ccccc1. RXN SMILES: [CH3:1][O:2][C:3]([c:4]1[cH:5][cH:6][c:7](-[c:10]2[o:11][c:12]([CH2:15][CH2:16][CH:17]([CH2:18][CH2:19][CH3:20])[c:21]3[cH:22][cH:23][cH:24][cH:25][cH:26]3)[n:13][n:14]2)[cH:8][cH:9]1)=[O:27].[Li+:28].[OH-:29]>>[O:2]=[C:3]([c:4]1[cH:5][cH:6][c:7](-[c:10]2[o:11][c:12]([CH2:15][CH2:16][CH:17]([CH2:18][CH2:19][CH3:20])[c:21]3[cH:22][cH:23][cH:24][cH:25][cH:26]3)[n:13][n:14]2)[cH:8][cH:9]1)[OH:27]. The reactants are [NH4+].[Cl-] (NH4Cl), C(#N)C(C(=O)OCC)=C(C)C (ethyl 2-cyano-3-methylcrotonate), COC=1C=C(C[Mg]Cl)C=CC1 (3-methoxybenzylmagnesium chloride), COC=1C=C(CCl)C=CC1 (3-methoxybenzyl chloride), Mg. Solvent: C1CCOC1 (THF), CCOCC (ether), CCOCC (ether). Run at time 2 hour. Yields the product C(#N)C(C(=O)OCC)C(CC1=CC(=CC=C1)OC)(C)C (Ethyl 2-cyano-3,3-dimethyl-4-(3-methoxyphenyl)butanoate). The yield is 51.0%. As a reaction SMILES: [C:1]([C:3](=[C:9]([CH3:11])[CH3:10])[C:4]([O:6][CH2:7][CH3:8])=[O:5])#[N:2].[CH3:12][O:13][C:14]1[CH:15]=[C:16]([CH:20]=[CH:21][CH:22]=1)[CH2:17][Mg]Cl.COC1C=C(C=CC=1)CCl.[NH4+].[Cl-]>C1COCC1.CCOCC>[C:1]([CH:3]([C:9]([CH3:10])([CH3:11])[CH2:17][C:16]1[CH:20]=[CH:21][CH:22]=[C:14]([O:13][CH3:12])[CH:15]=1)[C:4]([O:6][CH2:7][CH3:8])=[O:5])#[N:2] |f:3.4|. Procedure details: A solution of ethyl 2-cyano-3-methylcrotonate (10.8 g, 0.07 mol) in THF (100 mL) was added dropwise to a stirred ethereal solution of 3-methoxybenzylmagnesium chloride (prepared by adding a solution of 3-methoxybenzyl chloride (9.3 mL, 0.064 mol) in ether (48 mL) to a slurry of Mg (1.7 g, 0.07 mol) in ether (20 mL)). After addition the mixture was stirred at room temperature for a further 2 h then NH4Cl (sat., 50 mL) was added. The solution was partitioned between EtOAc (200 mL) and water (200 m...